This data is from the Open Reaction Database (ORD), a public repository of structured organic reaction records. The task is: describe an organic reaction: reactants, conditions, products, and yield Reactants: ClCCCN1S(N(C2=C(C1)C=CC=C2)C2=CC=C(C=C2)C)(=O)=O (3-(3-chloropropyl)-1-(4-methylphenyl)-3,4-dihydro-1H-2,1,3-benzothiadiazine 2,2-dioxide), CN (methylamine), Cl (HCl). Yields the product Cl.CNCCCN1S(N(C2=C(C1)C=CC=C2)C2=CC=C(C=C2)C)(=O)=O (N-methyl-3-[1-(4-methylphenyl)-2,2-dioxido-1,4-dihydro-3H-2,1,3-benzothiadiazin-3-yl]propan-1-amine hydrochloride). Reaction SMILES: [Cl:1][CH2:2][CH2:3][CH2:4][N:5]1[CH2:10][C:9]2[CH:11]=[CH:12][CH:13]=[CH:14][C:8]=2[N:7]([C:15]2[CH:20]=[CH:19][C:18]([CH3:21])=[CH:17][CH:16]=2)[S:6]1(=[O:23])=[O:22].[CH3:24][NH2:25].Cl>>[ClH:1].[CH3:24][NH:25][CH2:2][CH2:3][CH2:4][N:5]1[CH2:10][C:9]2[CH:11]=[CH:12][CH:13]=[CH:14][C:8]=2[N:7]([C:15]2[CH:20]=[CH:19][C:18]([CH3:21])=[CH:17][CH:16]=2)[S:6]1(=[O:23])=[O:22] |f:3.4|. Reported procedure: In an analogous manner to Example 1, step 8, 3-(3-chloropropyl)-1-(4-methylphenyl)-3,4-dihydro-1H-2,1,3-benzothiadiazine 2,2-dioxide (81 mg) was reacted with methylamine and then treated with HCl to provide N-methyl-3-[1-(4-methylphenyl)-2,2-dioxido-1,4-dihydro-3H-2,1,3-benzothiadiazin-3-yl]propan-1-amine hydrochloride (61 mg): Starting materials: resultant mixture, S(=O)([O-])[O-].[Na+].[Na+] (sodium sulfite), lime, [Br-].[Na+] (sodium bromide), NC1=C(C=C(C(=O)OC)C=C1)O (methyl 4-amino-3-hydroxybenzoate), N(=O)[O-].[Na+] (sodium nitrite). The reagents and catalysts are O.O.O.O.O.S(=O)(=O)([O-])[O-].[Cu+2] (copper sulfate pentahydrate). The solvent is O (water), O (water), O (water), O (water). Run at temperature 100 celsius. The product is COC(C1=CC(=C(C=C1)Br)O)=O (4-Bromo-3-hydroxybenzoic acid methyl ester). RXN SMILES: N[C:2]1[CH:11]=[CH:10][C:5]([C:6]([O:8][CH3:9])=[O:7])=[CH:4][C:3]=1[OH:12].N([O-])=O.[Na+].[Br-:17].[Na+].S([O-])([O-])=O.[Na+].[Na+]>O.O.O.O.O.O.S([O-])([O-])(=O)=O.[Cu+2]>[CH3:9][O:8][C:6](=[O:7])[C:5]1[CH:10]=[CH:11][C:2]([Br:17])=[C:3]([OH:12])[CH:4]=1 |f:1.2,3.4,5.6.7,9.10.11.12.13.14.15|. Procedure details: To a suspension of methyl 4-amino-3-hydroxybenzoate 69 (21.7 g, 127 mmol) in water (115 mL) at 0° C. was added a solution of sodium nitrite (9.1 g, 127 mmol) in water (50 mL). The resultant mixture was stirred at 0° C. for 1 h. Meanwhile, copper sulfate pentahydrate (42.4 g, 169 mmol) was dissolved in water (135 mL) with heating and sodium bromide (26.4 g, 257 mmol) was added slowly with stirring. The resultant dark green solution was stirred for 5 min, and then was treated with a solution of so... Reactants: N1(CCCC1)CC(=O)OCC (ethyl 1-pyrrolidineacetate), C(C)N(CC)CCO (2-(N,N-diethylamino)ethanol). Product: N1(CCCC1)CC(=O)OCCN(CC)CC (2-(N,N-diethylamino)ethyl 1-pyrrolidineacetate). Reaction SMILES: [N:1]1([CH2:6][C:7]([O:9][CH2:10][CH3:11])=[O:8])[CH2:5][CH2:4][CH2:3][CH2:2]1.[CH2:12]([N:14](CCO)[CH2:15][CH3:16])[CH3:13]>>[N:1]1([CH2:6][C:7]([O:9][CH2:10][CH2:11][N:14]([CH2:15][CH3:16])[CH2:12][CH3:13])=[O:8])[CH2:5][CH2:4][CH2:3][CH2:2]1. Reported procedure: Using the method of Example 5, ethyl 1-pyrrolidineacetate was reacted with 2-(N,N-diethylamino)ethanol to provide 2-(N,N-diethylamino)ethyl 1-pyrrolidineacetate, b.p. 92° C. at 250 μmHg.